Dataset: the Open Reaction Database (ORD), a public repository of structured organic reaction records. Task: describe an organic reaction: reactants, conditions, products, and yield Reactants: CNC, CCOC(=O)C(CN(C)C)c1ccccc1. Yields the product C=C(C(=O)OCC)c1ccccc1. Reaction SMILES: [CH3:1][NH:2][CH3:3].[CH3:4][N:5]([CH2:6][CH:7]([C:8](=[O:9])[O:10][CH2:11][CH3:12])[c:13]1[cH:14][cH:15][cH:16][cH:17][cH:18]1)[CH3:19]>>[CH2:6]=[C:7]([C:8](=[O:9])[O:10][CH2:11][CH3:12])[c:13]1[cH:14][cH:15][cH:16][cH:17][cH:18]1.